This data is from the Open Reaction Database (ORD), a public repository of structured organic reaction records. The task is: describe an organic reaction: reactants, conditions, products, and yield The reactants are C1=CC=CC=2C3=CC=CC=C3C(C12)CN (9-fluorenemethyl amine), C(C)(C)C1=C(C(=CC=C1)C(C)C)N=C=O (2,6-diisopropylphenyl isocyanate). Solvent: C(C)(=O)OCC (ethyl acetate), C(C)(=O)OCC (ethyl acetate). Product: CC(C)C1=C(C(=CC=C1)C(C)C)NC(=O)NCC1C2=CC=CC=C2C=2C=CC=CC12 (N-[2,6-bis(1-methylethyl)phenyl]-N'-(9H-fluoren-9-ylmethyl)urea). RXN SMILES: [CH:1]1[C:13]2[CH:12]([CH2:14][NH2:15])[C:11]3[C:6](=[CH:7][CH:8]=[CH:9][CH:10]=3)[C:5]=2[CH:4]=[CH:3][CH:2]=1.[CH:16]([C:19]1[CH:24]=[CH:23][CH:22]=[C:21]([CH:25]([CH3:27])[CH3:26])[C:20]=1[N:28]=[C:29]=[O:30])([CH3:18])[CH3:17]>C(OCC)(=O)C>[CH3:18][CH:16]([C:19]1[CH:24]=[CH:23][CH:22]=[C:21]([CH:25]([CH3:26])[CH3:27])[C:20]=1[NH:28][C:29]([NH:15][CH2:14][CH:12]1[C:13]2[CH:1]=[CH:2][CH:3]=[CH:4][C:5]=2[C:6]2[C:11]1=[CH:10][CH:9]=[CH:8][CH:7]=2)=[O:30])[CH3:17]. Procedure details: To 3.88 g (0.02 mol of 9-fluorenemethyl amine in 100 ml of ethyl acetate was added, in one portion, 4.06 g (0.02 mol) of 2,6-diisopropylphenyl isocyanate in 100 ml of ethyl acetate. The reactants are O[C@@H]1CC2=CC=C3[C@@H]4CC[C@H]([C@@H](CCCC(C)(C)O)C)[C@]4(CC[C@@H]3[C@]2([C@@H]2[C@H]1O2)C)C (3β,25-dihydroxy-1α,2α-epoxy-5,7-cholestadiene), C(CCO)O (1,3-propanediol), CC(C)([O-])C.[K+] (potassium t-butoxide), C1COC2=CC=CC=C2OCCOCCOC3=CC=CC=C3OCCO1 (dibenzo-18-Crown-6). The solvent is O (water). Run at temperature 110 celsius, time 4 hour. The product is OCCCO[C@@H]1[C@@H](CC2=CC=C3[C@@H]4CC[C@H]([C@@H](CCCC(C)(C)O)C)[C@]4(CC[C@@H]3[C@]2([C@H]1O)C)C)O (2β-(3-hydroxypropoxy)-1α,3β,25-trihydroxycholesta-5,7-diene). Isolated yield 71.9%. Reaction SMILES: [OH:1][C@H:2]1[C@@H:27]2[O:28][C@@H:26]2[C@@:25]2([CH3:29])[C:4](=[CH:5][CH:6]=[C:7]3[C@@H:24]2[CH2:23][CH2:22][C@@:21]2([CH3:30])[C@H:8]3[CH2:9][CH2:10][C@@H:11]2[C@H:12]([CH3:20])[CH2:13][CH2:14][CH2:15][C:16]([OH:19])([CH3:18])[CH3:17])[CH2:3]1.[CH2:31]([OH:35])[CH2:32][CH2:33][OH:34].CC(C)([O-])C.[K+].C1OCCOC2C(=CC=CC=2)OCCOCCOC2C(=CC=CC=2)OC1>O>[OH:34][CH2:33][CH2:32][CH2:31][O:35][C@H:27]1[C@H:26]([OH:28])[C@@:25]2([CH3:29])[C:4](=[CH:5][CH:6]=[C:7]3[C@@H:24]2[CH2:23][CH2:22][C@@:21]2([CH3:30])[C@H:8]3[CH2:9][CH2:10][C@@H:11]2[C@H:12]([CH3:20])[CH2:13][CH2:14][CH2:15][C:16]([OH:19])([CH3:18])[CH3:17])[CH2:3][C@H:2]1[OH:1] |f:2.3|. Reported procedure: A mixture of 21 mg (5.1×10-5 mol) of 3β,25-dihydroxy-1α,2α-epoxy-5,7-cholestadiene, 294 μl (4.1×10-3 mol) of 1,3-propanediol, 19 mg (1.5×10-4 mol) of potassium t-butoxide and 4.8 mg (1.3×10-5 mol) of dibenzo-18-Crown-6 was stirred in an argon atmosphere at 110° C. (bath temperature) for 4 hours. The reaction mixture was poured into water, and the resulting mixture was extracted twice with ethyl acetate and washed once with a saturated aqueous sodium chloride solution. After drying the ethyl acet... The reactants are FC(C=1C=C(CN(C2=NC=C(C=N2)N2CCOCC2)CC2=C(C=CC(=C2)C(F)(F)F)N(CCCCCCC(=O)OCC)CCOC(C)(C)C)C=C(C1)C(F)(F)F)(F)F (Ethyl 7-[(2-{[(3,5-bis-trifluoromethyl-benzyl)-(5-morpholin-4-yl-pyrimidin-2-yl)-amino]-methyl}-4-trifluoromethyl-phenyl)-(2-tert-butoxy-ethyl)-amino]-heptanoate), C([O-])(O)=O.[Na+] (sodium bicarbonate). Solvent: C(C)(=O)OCC (ethyl acetate), Cl (hydrochloric acid), C(C)(=O)OCC (ethyl acetate). Run at time 8 hour. Yields the product C(C)(=O)OCCN(CCCCCCC(=O)OCC)C1=C(C=C(C=C1)C(F)(F)F)CN(C1=NC=C(C=N1)N1CCOCC1)CC1=CC(=CC(=C1)C(F)(F)F)C(F)(F)F (ethyl 7-[(2-acetoxy-ethyl)-(2-{[(3,5-bis-trifluoromethyl-benzyl)-(5-morpholin-4-yl-pyrimidin-2-yl)-amino]-methyl}-4-trifluoromethyl-phenyl)-amino]-heptanoate). As a reaction SMILES: [F:1][C:2]([F:58])([F:57])[C:3]1[CH:4]=[C:5]([CH:50]=[C:51]([C:53]([F:56])([F:55])[F:54])[CH:52]=1)[CH2:6][N:7]([CH2:20][C:21]1[CH:26]=[C:25]([C:27]([F:30])([F:29])[F:28])[CH:24]=[CH:23][C:22]=1[N:31]([CH2:43][CH2:44][O:45][C:46](C)(C)[CH3:47])[CH2:32][CH2:33][CH2:34][CH2:35][CH2:36][CH2:37][C:38]([O:40][CH2:41][CH3:42])=[O:39])[C:8]1[N:13]=[CH:12][C:11]([N:14]2[CH2:19][CH2:18][O:17][CH2:16][CH2:15]2)=[CH:10][N:9]=1.C(=O)(O)[O-:60].[Na+]>Cl.C(OCC)(=O)C>[C:46]([O:45][CH2:44][CH2:43][N:31]([C:22]1[CH:23]=[CH:24][C:25]([C:27]([F:29])([F:30])[F:28])=[CH:26][C:21]=1[CH2:20][N:7]([CH2:6][C:5]1[CH:50]=[C:51]([C:53]([F:55])([F:54])[F:56])[CH:52]=[C:3]([C:2]([F:58])([F:1])[F:57])[CH:4]=1)[C:8]1[N:9]=[CH:10][C:11]([N:14]2[CH2:19][CH2:18][O:17][CH2:16][CH2:15]2)=[CH:12][N:13]=1)[CH2:32][CH2:33][CH2:34][CH2:35][CH2:36][CH2:37][C:38]([O:40][CH2:41][CH3:42])=[O:39])(=[O:60])[CH3:47] |f:1.2|. Procedure: Ethyl 7-[(2-{[(3,5-bis-trifluoromethyl-benzyl)-(5-morpholin-4-yl-pyrimidin-2-yl)-amino]-methyl}-4-trifluoromethyl-phenyl)-(2-tert-butoxy-ethyl)-amino]-heptanoate (which is prepared by treating the corresponding starting compound in a same manner as in Example 12(1)-(4)) (260 mg) is dissolved in a 4N-hydrochloric acid in ethyl acetate (4 ml) and the mixture is stirred at room temperature overnight. To the reaction solution are added a saturated aqueous sodium bicarbonate solution and ethyl acetat... The reactants are CCCCC(Cc1ccc(OCCN(CC)CC)cc1)(C(=O)OCC)S(=O)(=O)c1ccc(OC)cc1, CO, [Na+], [OH-]. Product: CCCCC(Cc1ccc(OCCN(CC)CC)cc1)(C(=O)O)S(=O)(=O)c1ccc(OC)cc1. Reaction SMILES: [CH2:1]([CH3:2])[O:3][C:4]([C:5]([CH2:6][CH2:7][CH2:8][CH3:9])([S:10](=[O:11])(=[O:12])[c:13]1[cH:14][cH:15][c:16]([O:19][CH3:20])[cH:17][cH:18]1)[CH2:21][c:22]1[cH:23][cH:24][c:25]([O:28][CH2:29][CH2:30][N:31]([CH2:32][CH3:33])[CH2:34][CH3:35])[cH:26][cH:27]1)=[O:36].[CH3:37][OH:38].[Na+:40].[OH-:39]>>[O:3]=[C:4]([C:5]([CH2:6][CH2:7][CH2:8][CH3:9])([S:10](=[O:11])(=[O:12])[c:13]1[cH:14][cH:15][c:16]([O:19][CH3:20])[cH:17][cH:18]1)[CH2:21][c:22]1[cH:23][cH:24][c:25]([O:28][CH2:29][CH2:30][N:31]([CH2:32][CH3:33])[CH2:34][CH3:35])[cH:26][cH:27]1)[OH:36].